Task: describe an organic reaction: reactants, conditions, products, and yield. Dataset: the Open Reaction Database (ORD), a public repository of structured organic reaction records The reactants are C(=O)C1=CC=C(O1)CSCCN1C(C2=CC=CC=C2C1=O)=O (N-[2-[(5-formyl-2-furanylmethyl)thio]ethyl ]-1H-isoindole-1,3-(2H)-dione), C(CO)O (1,2-ethanediol). The reagents and catalysts are C1(=CC=C(C=C1)S(=O)(=O)O)C (p-toluenesulphonic acid). The solvent is C1=CC=CC=C1 (benzene). Conditions: time 6 hour. The product is O1C(OCC1)C1=CC=C(O1)CSCCN1C(C2=CC=CC=C2C1=O)=O (2-[2-[[5-(1,3-Dioxolan-2-yl)-2-furanylmethyl]thio]ethyl]isoindole-1,3-(2H)-dione). Yield: 79.0%. RXN SMILES: [CH:1]([C:3]1[O:7][C:6]([CH2:8][S:9][CH2:10][CH2:11][N:12]2[C:20](=[O:21])[C:19]3[C:14](=[CH:15][CH:16]=[CH:17][CH:18]=3)[C:13]2=[O:22])=[CH:5][CH:4]=1)=[O:2].[CH2:23](O)[CH2:24][OH:25]>C1C=CC=CC=1.C1(C)C=CC(S(O)(=O)=O)=CC=1>[O:2]1[CH2:23][CH2:24][O:25][CH:1]1[C:3]1[O:7][C:6]([CH2:8][S:9][CH2:10][CH2:11][N:12]2[C:20](=[O:21])[C:19]3[C:14](=[CH:15][CH:16]=[CH:17][CH:18]=3)[C:13]2=[O:22])=[CH:5][CH:4]=1. Procedure details: A mixture of N-[2-[(5-formyl-2-furanylmethyl)thio]ethyl ]-1H-isoindole-1,3-(2H)-dione (15 g), p-toluenesulphonic acid (0.12 g) and 1,2-ethanediol (6.2 g) in benzene (160 ml) was refluxed under Dean-Starke conditions. After 6 hours, the solution was washed with a solution of sodium carbonate (1.2 g) in water (25 ml), dried (Na2CO3), decolourised (charcoal) and evaporated in vacuo. The semi-solid residue was suspended in ether (200 ml) and filtered off to give the title compound (13.5 g), m.p. 83°... The reactants are IC1=C(C=C(C=C1)I)[N+](=O)[O-] (1,4-diiodo-2-nitrobenzene), C1(=CC=CC=C1)[Mg]Br (phenylmagnesium bromide), C(C(C)C)=O (isobutyraldehyde). The solvent is C1CCOC1 (THF). Reaction conditions: time 5 minute. The product is IC1=CC(=C(C=C1)C(C(C)C)O)[N+](=O)[O-] (racemic (RS)-1-(4-Iodo-2-nitrophenyl)-2-methyl-1-propanol). Yield: 79.9%. Reaction SMILES: I[C:2]1[CH:7]=[CH:6][C:5]([I:8])=[CH:4][C:3]=1[N+:9]([O-:11])=[O:10].C1([Mg]Br)C=CC=CC=1.[CH:20](=[O:24])[CH:21]([CH3:23])[CH3:22]>C1COCC1>[I:8][C:5]1[CH:6]=[CH:7][C:2]([CH:20]([OH:24])[CH:21]([CH3:23])[CH3:22])=[C:3]([N+:9]([O-:11])=[O:10])[CH:4]=1. Procedure: To a solution of 1,4-diiodo-2-nitrobenzene (2.24 g, 6.0 mmol) in anhydrous THF (20 mL) at minus 40° C. under a nitrogen atmosphere, phenylmagnesium bromide (2 M in THF, 3.2 mL, 6.4 mmol) was added dropwise at a rate that the temperature would not exceed minus 35° C. Upon completion of the addition the mixture was stirred for 5 minutes, followed by addition of isobutyraldehyde (0.726 mL, 8.0 mmol). The mixture was gradually warmed up to room temperature, quenched with saturated NH4Cl (8 mL), then... The reactants are BrC1=CC(=C(C=O)C=C1[N+](=O)[O-])N1CC(OC(C1)C)C (4-Bromo-2-(2,6-dimethylmorpholin-4-yl)-5-nitrobenzaldehyde), N1C(=O)NC(=O)CC1=O (barbituric acid). Solvent: C(C)(C)O (isopropanol). Conditions: temperature 85 celsius, time 2.5 hour. Product: BrC1=C(C=C2CC3(C(NC(NC3=O)=O)=O)C3N(C2=C1)CC(OC3C)C)[N+](=O)[O-] (9-Bromo-1,2,4,4a-tetrahydro-2,4-dimethyl-8-nitrospiro[[1,4]oxazino[4,3-a]quinoline-5(6H),5′(2′H)-pyrimidine]-2′,4′,6′(1′H,3′H)-trione). Isolated yield 39.2%. Reaction SMILES: [Br:1][C:2]1[C:9]([N+:10]([O-:12])=[O:11])=[CH:8][C:5]([CH:6]=O)=[C:4]([N:13]2[CH2:18][CH:17]([CH3:19])[O:16][CH:15]([CH3:20])[CH2:14]2)[CH:3]=1.[NH:21]1[C:28](=[O:29])[CH2:27][C:25](=[O:26])[NH:24][C:22]1=[O:23]>C(O)(C)C>[Br:1][C:2]1[CH:3]=[C:4]2[C:5]([CH2:6][C:27]3([CH:14]4[CH:15]([CH3:20])[O:16][CH:17]([CH3:19])[CH2:18][N:13]42)[C:25](=[O:26])[NH:24][C:22](=[O:23])[NH:21][C:28]3=[O:29])=[CH:8][C:9]=1[N+:10]([O-:12])=[O:11]. Reported procedure: A mixture of 4-bromo-2-(2,6-dimethylmorpholin-4-yl)-5-nitrobenzaldehyde (from Step 2) (989 mg, 2.88 mmol) and barbituric acid (369 mg, 2.88 mmol) in isopropanol (15 mL) is sealed in a 20 mL scintillation vial and shaken at 85° C. for 2.5 hours. The product is adsorbed onto silica gel and purified by silica gel chromatography using a gradient from 20% EtOAc in CH2Cl2 to 25% EtOAc in CH2Cl2 as eluent. Product is isolated and dried (20 Torr, 100° C.) to give 512 mg of yellow solid. 1H NMR (DMSO-d6)... Reactants: C(C)OC1=CC=C(C=N1)C=1SC2=C(N1)C=CC(=C2)OC (2-(6-Ethoxypyridin-3-yl)-6-methoxy-1,3-benzothiazole), CN(C1=NC=C(C=N1)C=1SC2=C(N1)C=CC(=C2)O)C (2-[2-(dimethylamino)pyrimidin-5-yl]-1,3-benzothiazol-6-ol), C(=O)(O)[O-].[Na+] (NaHCO3). Yields the product S1C(=NC2=C1C=CC=C2)C=2C=CC(=NC2)NC (5-(1,3-Benzothiazol-2-yl)-N-methylpyridin-2-amine). Reaction SMILES: C(O[C:4]1[N:9]=[CH:8][C:7]([C:10]2[S:11][C:12]3[CH:18]=[C:17](OC)[CH:16]=[CH:15][C:13]=3[N:14]=2)=[CH:6][CH:5]=1)C.[CH3:21][N:22](C)C1N=CC(C2SC3C=C(O)C=CC=3N=2)=CN=1.C([O-])(O)=O.[Na+]>>[S:11]1[C:12]2[CH:18]=[CH:17][CH:16]=[CH:15][C:13]=2[N:14]=[C:10]1[C:7]1[CH:6]=[CH:5][C:4]([NH:22][CH3:21])=[N:9][CH:8]=1 |f:2.3|. Procedure: 2-(6-Ethoxypyridin-3-yl)-6-methoxy-1,3-benzothiazole (23 mg, 80 μmol) was reacted according to the procedure used for the preparation of 2-[2-(dimethylamino)pyrimidin-5-yl]-1,3-benzothiazol-6-ol, with the following exceptions: The reaction mixture was allowed to reach rt on. sat. aq. NaHCO3 was added and the mixture was extracted with EtOAc. The organic phase was dried and concentrated under reduced pressure. Preparative HPLC of the residue gave the title compound (4 mg). 1H NMR (CHLOROFORM-d: C... Starting materials: ClC(=O)OCC (ethyl chloroformate), solution, ClC=1C=C(C=CC1Cl)C12CN(CC2C2CCC1C2)C (3a-(3,4-dichlorophenyl)octahydro-2-methyl-4,7-methano-1H-isoindole). Run in C1(=CC=CC=C1)C (toluene), C1(=CC=CC=C1)C (toluene), ClCCl (dichloromethane). The product is ClC=1C=C(C=CC1Cl)C12CN(CC2C2CCC1C2)C(=O)OCC (3a-(3,4-dichlorophenyl)octahydro-4,7-methano-2H-isoindole-2-carboxylic acid, ethyl ester). RXN SMILES: [Cl:1][C:2]1[CH:3]=[C:4]([C:9]23[CH:17]4[CH2:18][CH:14]([CH2:15][CH2:16]4)[CH:13]2[CH2:12][N:11](C)[CH2:10]3)[CH:5]=[CH:6][C:7]=1[Cl:8].Cl[C:21]([O:23][CH2:24][CH3:25])=[O:22]>C1(C)C=CC=CC=1.ClCCl>[Cl:1][C:2]1[CH:3]=[C:4]([C:9]23[CH:17]4[CH2:18][CH:14]([CH2:15][CH2:16]4)[CH:13]2[CH2:12][N:11]([C:21]([O:23][CH2:24][CH3:25])=[O:22])[CH2:10]3)[CH:5]=[CH:6][C:7]=1[Cl:8]. Procedure details: To a solution of 5.0 g of 3a-(3,4-dichlorophenyl)octahydro-2-methyl-4,7-methano-1H-isoindole in 200 ml of toluene was added, dropwise over a 30 minute period, at room temperature, 30 ml of a solution of freshly distilled ethyl chloroformate in toluene. The reaction mixture was heated under reflux for 16 hours, then was concentrated in vacuo to give a colorless, viscous liquid. This liquid was dissolved in dichloromethane and chromatographed by preparative liquid chromatography on a silica gel co...